The task is: describe an organic reaction: reactants, conditions, products, and yield. This data is from the Open Reaction Database (ORD), a public repository of structured organic reaction records. The reactants are CC1(C)NCc2cc(Br)cnc2NC1=O, CCC#N, C=CC(=O)N(C)Cc1cccc(OC)c1OCC(C)C, CCOC(C)=O, CCN(C(C)C)C(C)C, CC(=O)[O-], CC(=O)[O-], CN(C)C=O, [Pd+2]. The product is COc1cccc(CN(C)C(=O)C=Cc2cnc3c(c2)CNC(C)(C)C(=O)N3)c1OCC(C)C. As a reaction SMILES: [Br:30][c:31]1[cH:32][c:33]2[c:34]([n:43][cH:44]1)[NH:35][C:36](=[O:42])[C:37]([CH3:40])([CH3:41])[NH:38][CH2:39]2.[C:45](#[N:46])[CH2:47][CH3:48].[CH2:1]([CH:2]([CH3:3])[CH3:4])[O:5][c:6]1[c:7]([CH2:8][N:9]([C:10]([CH:11]=[CH2:12])=[O:13])[CH3:14])[cH:15][cH:16][cH:17][c:18]1[O:19][CH3:20].[CH3:54][CH2:55][O:56][C:57]([CH3:58])=[O:59].[CH:21]([N:22]([CH:23]([CH3:24])[CH3:25])[CH2:26][CH3:27])([CH3:28])[CH3:29].[O-:61][C:62]([CH3:63])=[O:64].[O-:65][C:66]([CH3:67])=[O:68].[O:49]=[CH:50][N:51]([CH3:52])[CH3:53].[Pd+2:60]>>[CH2:1]([CH:2]([CH3:3])[CH3:4])[O:5][c:6]1[c:7]([CH2:8][N:9]([C:10]([CH:11]=[CH:12][c:31]2[cH:32][c:33]3[c:34]([n:43][cH:44]2)[NH:35][C:36](=[O:42])[C:37]([CH3:40])([CH3:41])[NH:38][CH2:39]3)=[O:13])[CH3:14])[cH:15][cH:16][cH:17][c:18]1[O:19][CH3:20]. Product: Clc1ccc(-c2ccc(C#Cc3ccc4oc(CN5CCCC5)nc4c3)nc2)cc1. Reactants: O=C([O-])[O-], C1CCOC1, C#Cc1ccc(-c2ccc(Cl)cc2)cn1, [Cs+], [Cs+], [Cu]I, Ic1ccc2oc(CN3CCCC3)nc2c1. Reaction SMILES: [C:32](=[O:33])([O-:34])[O-:35].[CH2:38]1[O:39][CH2:40][CH2:41][CH2:42]1.[Cl:17][c:18]1[cH:19][cH:20][c:21](-[c:24]2[cH:25][cH:26][c:27]([C:30]#[CH:31])[n:28][cH:29]2)[cH:22][cH:23]1.[Cs+:36].[Cs+:37].[Cu:43][I:44].[I:1][c:2]1[cH:3][cH:4][c:5]2[c:6]([n:7][c:8]([CH2:10][N:11]3[CH2:12][CH2:13][CH2:14][CH2:15]3)[o:9]2)[cH:16]1>>[c:2]1([C:31]#[C:30][c:27]2[cH:26][cH:25][c:24](-[c:21]3[cH:20][cH:19][c:18]([Cl:17])[cH:23][cH:22]3)[cH:29][n:28]2)[cH:3][cH:4][c:5]2[c:6]([n:7][c:8]([CH2:10][N:11]3[CH2:12][CH2:13][CH2:14][CH2:15]3)[o:9]2)[cH:16]1. The reactants are NC=1C=C2CC(N(C2=C(C1)F)CC)=O (5-Amino-1-ethyl-7-fluoro-1,3-dihydro-indol-2-one), C(C)(C)(C)OC(NC[C@@H]1OC1)=O ((S)-oxiranylmethyl-carbamic acid tert-butyl ester), FC(S(=O)(=O)[O-])(F)F.[Li+] (lithium trifluoromethanesulfonate). The solvent is C(C)#N (acetonitrile), C(C)(=O)OCC (ethyl acetate). The product is C(C)(C)(C)OC(NC[C@@H](CNC=1C=C2CC(N(C2=C(C1)F)CC)=O)O)=O ((R)-[3-(1-ethyl-7-fluoro-2-oxo-2,3-dihydro-1H-indol-5-ylamino)-2-hydroxy-propyl]-carbamic acid tert-butyl ester). RXN SMILES: [NH2:1][C:2]1[CH:3]=[C:4]2[C:8](=[C:9]([F:11])[CH:10]=1)[N:7]([CH2:12][CH3:13])[C:6](=[O:14])[CH2:5]2.[C:15]([O:19][C:20](=[O:26])[NH:21][CH2:22][C@H:23]1[CH2:25][O:24]1)([CH3:18])([CH3:17])[CH3:16].FC(F)(F)S([O-])(=O)=O.[Li+]>C(#N)C.C(OCC)(=O)C>[C:15]([O:19][C:20](=[O:26])[NH:21][CH2:22][C@H:23]([OH:24])[CH2:25][NH:1][C:2]1[CH:3]=[C:4]2[C:8](=[C:9]([F:11])[CH:10]=1)[N:7]([CH2:12][CH3:13])[C:6](=[O:14])[CH2:5]2)([CH3:17])([CH3:16])[CH3:18] |f:2.3|. Reported procedure: 5-Amino-1-ethyl-7-fluoro-1,3-dihydro-indol-2-one (2.25 g, 11.6 mmol), (S)-oxiranylmethyl-carbamic acid tert-butyl ester (2.00 g, 11.6 mmol) and lithium trifluoromethanesulfonate (1.80 g, 11.6 mmol) in acetonitrile (12 ml) are heated at 90° C. for 20 hours. The reaction mixture is diluted with ethyl acetate, washed with water and brine, dried (Na2SO4) and evaporated. Final purification by flash chromatography (70% Ethyl acetate/hexane) gives the title compound as a yellow-brown foamy solid. HPLC ... Starting materials: C1(=CC=CC=C1)C=C[B-](C1=CC=C(C=C1)F)(C1=CC=C(C=C1)F)C1=CC=C(C=C1)F.[Li+] (lithium (2-phenylethenyl)tris(p-fluorophenyl)borate), ClC1=CC=C(C=C1)[S+](=O)(CC1=CC=C(C=C1)Br)C1=CC=C(C=C1)Cl (bis(p-chlorophenyl)(p-bromobenzyl)oxosulfonium), O (water), resultant mixture. Solvent: C(C)#N (acetonitrile), C(C)#N (acetonitrile). Product: C1(=CC=CC=C1)C=C[B-](C1=CC=C(C=C1)F)(C1=CC=C(C=C1)F)C1=CC=C(C=C1)F.ClC1=CC=C(C=C1)[SH+](=O)CC1=CC=C(C=C1)Br ((p-chlorophenyl)(p-bromobenzyl)oxosulfonium(2-phenylethenyl)tris(p-fluorophenyl)borate). Yield: 31.2%. RXN SMILES: [C:1]1([CH:7]=[CH:8][B-:9]([C:24]2[CH:29]=[CH:28][C:27]([F:30])=[CH:26][CH:25]=2)([C:17]2[CH:22]=[CH:21][C:20]([F:23])=[CH:19][CH:18]=2)[C:10]2[CH:15]=[CH:14][C:13]([F:16])=[CH:12][CH:11]=2)[CH:6]=[CH:5][CH:4]=[CH:3][CH:2]=1.[Li+].[Cl:32][C:33]1[CH:38]=[CH:37][C:36]([S+:39](C2C=CC(Cl)=CC=2)([CH2:41][C:42]2[CH:47]=[CH:46][C:45]([Br:48])=[CH:44][CH:43]=2)=[O:40])=[CH:35][CH:34]=1.O>C(#N)C>[C:1]1([CH:7]=[CH:8][B-:9]([C:10]2[CH:11]=[CH:12][C:13]([F:16])=[CH:14][CH:15]=2)([C:17]2[CH:22]=[CH:21][C:20]([F:23])=[CH:19][CH:18]=2)[C:24]2[CH:29]=[CH:28][C:27]([F:30])=[CH:26][CH:25]=2)[CH:2]=[CH:3][CH:4]=[CH:5][CH:6]=1.[Cl:32][C:33]1[CH:34]=[CH:35][C:36]([SH+:39]([CH2:41][C:42]2[CH:47]=[CH:46][C:45]([Br:48])=[CH:44][CH:43]=2)=[O:40])=[CH:37][CH:38]=1 |f:0.1,5.6|. Reported procedure: A solution of 3.48 g of lithium (2-phenylethenyl)tris(p-fluorophenyl)borate in 50 ml of acetonitrile was added to a solution of 5.00 g of bis(p-chlorophenyl)(p-bromobenzyl)oxosulfonium hexafluorophosphatc in 100 ml of acetonitrile, and the resultant mixture was stirred at room temperature for 30 minutes. Then, 200 ml of water was added. The resultant precipitate of a yellow oily component was recovered, and 100 ml of dichloromethane was added. The dichloromethane layer was washed with water, dri... Starting materials: N1C(CCCC1)=O (piperidone), C([O-])([O-])=O.[K+].[K+] (potassium carbonate), COCCBr (2-bromoethyl methyl ether). Run in ClCCl (dichloromethane), C(C)#N (acetonitrile). Yields the product COCCN1CCC(CC1)=O (1-(2-methoxy-ethyl)-piperidin-4-one). RXN SMILES: [NH:1]1[CH2:6][CH2:5][CH2:4][CH2:3][C:2]1=O.C(=O)([O-])[O-:9].[K+].[K+].[CH3:14][O:15][CH2:16][CH2:17]Br>C(#N)C.ClCCl>[CH3:14][O:15][CH2:16][CH2:17][N:1]1[CH2:6][CH2:5][C:4](=[O:9])[CH2:3][CH2:2]1 |f:1.2.3|. Reported procedure: To a solution of piperidone (317 mg) and potassium carbonate (530 mg) in acetonitrile at room temperature (20 mL) was added 2-bromoethyl methyl ether (0.48 mL). The reaction mixture was heated at reflux for 16 h, allowed to cool to room temperature and then reduced in vacuo. The residue was then redissolved in dichloromethane (20 mL) and washed with water (20 mL) and brine (20 mL), dried (MgSO4) and reduced in vacuo to give 1-(2-methoxy-ethyl)-piperidin-4-one as colourless oil (171 mg). Starting materials: N1C(C2(C3=CC=CC=C13)C1=C(OC2)C=C2OCCC2=C1)=O (5,6-dihydrospiro[benzo[1,2-b:5,4-b′]difuran-3,3′-indol]-2′(1′H)-one), BrCC=1OC(=CC1)C(F)(F)F (2-(bromomethyl)-5-(trifluoromethyl)furan), CC1=NOC2=C1C=C1C(=C2)OCC12C(NC1=CC=CC=C21)=O (3-methylspiro[furo[3,2-f][1,2]benzisoxazole-5,3′-indol]-2′(1′H)-one), ClCC1=NC=CN=C1 (2-(chloromethyl)pyrazine). Yields the product N1=C(C=NC=C1)CN1C(C2(C3=CC=CC=C13)C1=C(OC2)C=C2OCCC2=C1)=O (1′-(pyrazin-2-ylmethyl)-5,6-dihydrospiro[benzo[1,2-b:5,4-b′]difuran-3,3′-indol]-2′(1′H)-one). As a reaction SMILES: [NH:1]1[C:9]2[C:4](=[CH:5][CH:6]=[CH:7][CH:8]=2)[C:3]2([CH2:13][O:12][C:11]3[CH:14]=[C:15]4[C:19](=[CH:20][C:10]2=3)[CH2:18][CH2:17][O:16]4)[C:2]1=[O:21].CC1C2C=C3C4(C5C(=CC=CC=5)NC4=O)COC3=CC=2ON=1.Cl[CH2:45][C:46]1[CH:51]=[N:50][CH:49]=[CH:48][N:47]=1.BrCC1OC(C(F)(F)F)=CC=1>>[N:47]1[CH:48]=[CH:49][N:50]=[CH:51][C:46]=1[CH2:45][N:1]1[C:9]2[C:4](=[CH:5][CH:6]=[CH:7][CH:8]=2)[C:3]2([CH2:13][O:12][C:11]3[CH:14]=[C:15]4[C:19](=[CH:20][C:10]2=3)[CH2:18][CH2:17][O:16]4)[C:2]1=[O:21]. Procedure details: Following the procedure as described in EXAMPLE 9 and making non-critical variations using 5,6-dihydrospiro[benzo[1,2-b:5,4-b′]difuran-3,3′-indol]-2′(1′H)-one to replace 3-methylspiro[furo[3,2-f][1,2]benzisoxazole-5,3′-indol]-2′(1′H)-one, and 2-(chloromethyl)pyrazine to replace 2-(bromomethyl)-5-(trifluoromethyl)furan, 1′-(pyrazin-2-ylmethyl)-5,6-dihydrospiro[benzo[1,2-b:5,4-b′]difuran-3,3′-indol]-2′(1′H)-one was obtained (27%) as a colorless solid: mp 143-144° C.; 1H NMR (300 MHz, CDCl3) δ8.64 ... Starting materials: CN (methylamine), ClC=1C=C(CCl)C=CC1 (3-chlorobenzyl chloride), O (Water). Run in CN(C=O)C (N,N-dimethylformamide). Reaction conditions: time 4.5 hour. Yields the product crude product, ClC=1C=C(C=CC1)CNC (1-(3-Chlorophenyl)-N-methylmethanamine). RXN SMILES: [CH3:1][NH2:2].O.[Cl:4][C:5]1[CH:6]=[C:7]([CH:10]=[CH:11][CH:12]=1)[CH2:8]Cl>CN(C)C=O>[Cl:4][C:5]1[CH:6]=[C:7]([CH2:8][NH:2][CH3:1])[CH:10]=[CH:11][CH:12]=1. Procedure: To a solution of methylamine (2.0 M solution in tetrahydrofuran, 30 ml) in N,N-dimethylformamide (30 ml), 3-chlorobenzyl chloride (2.5 ml) was added, and the mixture was stirred at room temperature for 4.5 hours. Water was added to the reaction solution, followed by extraction with ethyl acetate. The extract was washed with water and saturated saline in this order and then dried over anhydrous sodium sulfate. The solvent was distilled off under reduced pressure to obtain a crude product of the t... Starting materials: C(C1=CC=CC=C1)N1CC2C=3C=NC(=NC3C(C1)C2)C (10-benzyl-4-methyl-3,5,10-triaza-tricyclo[6.3.1.02,7]dodeca-2(7),3,5-triene), C(C)(=O)O.C(=N)N (formamidine acetate). The product is C12C=3N=C(N=CC3C(CNC1)C2)N (3,5,10-Triaza-tricyclo[6.3.1.02,7]dodeca-2(7),3,5-trien-4-ylamine). Reaction SMILES: C([N:8]1[CH2:18][CH:17]2[CH2:19][CH:10]([C:11]3[CH:12]=[N:13][C:14](C)=[N:15][C:16]=32)[CH2:9]1)C1C=CC=CC=1.C(O)(=O)C.C(N)=[NH:26]>>[CH:17]12[CH2:19][CH:10]([CH2:9][NH:8][CH2:18]1)[C:11]1[CH:12]=[N:13][C:14]([NH2:26])=[N:15][C:16]2=1 |f:1.2|. Reported procedure: Following the method described in Example 13, 10-benzyl-4-methyl-3,5,10-triaza-tricyclo[6.3.1.02,7]dodeca-2(7),3,5-triene and formamidine acetate were converted to the title compound in 18% overall yield. APCl MS m/z 177.1 (M+H)+.